From a dataset of the Open Reaction Database (ORD), a public repository of structured organic reaction records. describe an organic reaction: reactants, conditions, products, and yield Starting materials: COC=1C=C(C(C2=CC=CC3=CC=CC=C23)Cl)C=CC1 (3-methoxy-α-(1-naphthyl)benzyl chloride), COC=1C=C(C(C2=CC3=CC=CC=C3C=C2)O)C=CC1 (3-methoxy-α-(2-naphthyl)benzyl alcohol). Yields the product COC=1C=C(C(C2=CC3=CC=CC=C3C=C2)Cl)C=CC1 (3-methoxy-α-(2-naphthyl)benzyl chloride). RXN SMILES: [CH3:1][O:2][C:3]1[CH:4]=[C:5]([CH:18]=[CH:19][CH:20]=1)[CH:6]([Cl:17])C1C2C(=CC=CC=2)C=CC=1.COC1C=C(C=CC=1)C(O)[C:27]1[CH:36]=[CH:35][C:34]2[C:29](=[CH:30][CH:31]=[CH:32][CH:33]=2)[CH:28]=1>>[CH3:1][O:2][C:3]1[CH:4]=[C:5]([CH:18]=[CH:19][CH:20]=1)[CH:6]([Cl:17])[C:27]1[CH:36]=[CH:35][C:34]2[C:29](=[CH:30][CH:31]=[CH:32][CH:33]=2)[CH:28]=1. Procedure: The compound 7 was prepared by following the synthesis procedure as described for compound 2, but substituting compound 1 for compound 6. Starting materials: [Si](C)(C)(C(C)(C)C)OC1CN2N(C(N(C2=O)C2=CC(=CC(=C2)Cl)Cl)=O)C1 (6-(tert-Butyl-dimethylsilyloxy)-2-(3,5-dichlorophenyl)-dihydro-pyrazolo[1,2-α][1,2,4]triazole-1,3-dione). Run in F (hydrofluoric acid), C(C)#N (acetonitrile). Run at temperature 55 celsius. The product is ClC=1C=C(C=C(C1)Cl)N1C(N2N(C1=O)CC(C2)O)=O (2-(3,5-Dichlorophenyl)-6-hydroxy-dihydro-pyrazolo[1,2-α][1,2,4]triazole-1,3-dione). Yield: 79.8%. Reaction SMILES: [Si]([O:8][CH:9]1[CH2:26][N:12]2[C:13](=[O:25])[N:14]([C:17]3[CH:22]=[C:21]([Cl:23])[CH:20]=[C:19]([Cl:24])[CH:18]=3)[C:15](=[O:16])[N:11]2[CH2:10]1)(C(C)(C)C)(C)C>F.C(#N)C>[Cl:23][C:21]1[CH:22]=[C:17]([N:14]2[C:15](=[O:16])[N:11]3[CH2:10][CH:9]([OH:8])[CH2:26][N:12]3[C:13]2=[O:25])[CH:18]=[C:19]([Cl:24])[CH:20]=1. Procedure details: A solution of 6-(tert-Butyl-dimethylsilyloxy)-2-(3,5-dichlorophenyl)-dihydro-pyrazolo[1,2-α][1,2,4]triazole-1,3-dione (1.9 g, 4.56 mmol) (Preparation 5) in a mixture of 50% hydrofluoric acid (2 ml) and acetonitrile (80 ml) was heated for 7 h at 50-60° C. in a Teflon flask. The solvent was removed under vacuum and the residue crystallized in diethyl ether to yield the above compound as a white solid (1.1 g, mp=160° C.). 1H NMR (CDCl3):7.49 (2H, m), 7.38 (1H, m), 4.54 (1H, br s), 3.98 (2H, d, J=12...